This data is from the Open Reaction Database (ORD), a public repository of structured organic reaction records. The task is: describe an organic reaction: reactants, conditions, products, and yield Starting materials: O=C1NC2=CC(=CC=C2CC1)C(=O)OCCCCN1CCN(CC1)C1=C(C=CC=C1)OC (4-(4-(2-Methoxyphenyl)piperazin-1-yl)butyl 2-oxo-1,2,3,4-tetrahydroquinoline-7-carboxylate), Cl (hydrochloride). Yields the product Cl.O=C1NC2=CC(=CC=C2CC1)C(=O)OCCCCN1CCN(CC1)C1=C(C=CC=C1)OC (4-(4-(2-Methoxyphenyl)piperazin-1-yl)butyl 2-oxo-1,2,3,4-tetrahydroquinoline-7-carboxylate hydrochloride). Reaction SMILES: [O:1]=[C:2]1[CH2:11][CH2:10][C:9]2[C:4](=[CH:5][C:6]([C:12]([O:14][CH2:15][CH2:16][CH2:17][CH2:18][N:19]3[CH2:24][CH2:23][N:22]([C:25]4[CH:30]=[CH:29][CH:28]=[CH:27][C:26]=4[O:31][CH3:32])[CH2:21][CH2:20]3)=[O:13])=[CH:7][CH:8]=2)[NH:3]1.[ClH:33]>>[ClH:33].[O:1]=[C:2]1[CH2:11][CH2:10][C:9]2[C:4](=[CH:5][C:6]([C:12]([O:14][CH2:15][CH2:16][CH2:17][CH2:18][N:19]3[CH2:24][CH2:23][N:22]([C:25]4[CH:30]=[CH:29][CH:28]=[CH:27][C:26]=4[O:31][CH3:32])[CH2:21][CH2:20]3)=[O:13])=[CH:7][CH:8]=2)[NH:3]1 |f:2.3|. Reported procedure: 4-(4-(2-Methoxyphenyl)piperazin-1-yl)butyl 2-oxo-1,2,3,4-tetrahydroquinoline-7-carboxylate hydrochloride (24c) (Scheme 4) was prepared from 23c according to the protocol described for the compound 24a (Example 39). The hydrochloride salt 24c gave satisfactory 1H NMR spectral data. Off-white solid, 0.04 g (43%). MS (ESI): m/z=438.2 (M+H+). Solvent: C1(=CC=CC=C1)C (toluene), C1(=CC=CC=C1)C (toluene). The product is C(CCC)N(C(=O)Cl)CC1=CC=C(C=C1)C1=C(C=CC=C1)S(NC(C)(C)C)(=O)=O (N-Butyl-N-[[2'-(N-t-butylsulfamoyl)biphenyl-4-yl]methyl]carbamoyl chloride). Starting materials: [OH-].[Na+] (sodium hydroxide), C(CCC)NCC1=CC=C(C=C1)C1=C(C=CC=C1)S(NC(C)(C)C)(=O)=O (N-butyl-N-[[2'-(N-t-butylsulfamoyl)biphenyl-4-yl]methyl]amine), C(=O)(Cl)Cl (phosgene). Reaction SMILES: [CH2:1]([NH:5][CH2:6][C:7]1[CH:12]=[CH:11][C:10]([C:13]2[CH:18]=[CH:17][CH:16]=[CH:15][C:14]=2[S:19](=[O:26])(=[O:25])[NH:20][C:21]([CH3:24])([CH3:23])[CH3:22])=[CH:9][CH:8]=1)[CH2:2][CH2:3][CH3:4].[OH-].[Na+].[C:29](Cl)([Cl:31])=[O:30]>C1(C)C=CC=CC=1>[CH2:1]([N:5]([CH2:6][C:7]1[CH:12]=[CH:11][C:10]([C:13]2[CH:18]=[CH:17][CH:16]=[CH:15][C:14]=2[S:19](=[O:25])(=[O:26])[NH:20][C:21]([CH3:24])([CH3:23])[CH3:22])=[CH:9][CH:8]=1)[C:29]([Cl:31])=[O:30])[CH2:2][CH2:3][CH3:4] |f:1.2|. Reaction conditions: time 45 minute. Procedure details: A solution of 1.8 g (4.81 mmole) of N-butyl-N-[[2'-(N-t-butylsulfamoyl)biphenyl-4-yl]methyl]amine (from Step E) in 35 mL of toluene was cooled to -5° C. and treated with 9.6 mL (24 mmole) of 2.5M sodium hydroxide (aqueous), followed by 7.5 mL (14.5 mmole) of phosgene in toluene. The cold mixture was stirred for 45 minutes and then filtered to remove a white precipitate. The layers of the filtrate were separated, and the toluene phase was concentrated in vacuo to yield 1.21 g (58%) of the title c... The yield is 57.6%. Reactants: COC1=CC=C2C(CC(C2=C1)CC(=O)O)=C1C(NC2=CC=CC=C12)=O ([6-methoxy-3-(2-oxo-1,2-dihydroindol-3-ylidene)indan-1-yl]-acetic acid), [OH-].[Na+] (sodium hydroxide). Solvent: O (water), O (water). Run at time 30 minute. Product: [Na+].COC1=CC=C2C(CC(C2=C1)CC(=O)[O-])=C1C(NC2=CC=CC=C12)=O ([6-methoxy-3-(2-oxo-1,2-dihydroindol-3-ylidene)-indan-1-yl]-acetic acid sodium salt). Isolated yield 99.5%. As a reaction SMILES: [CH3:1][O:2][C:3]1[CH:11]=[C:10]2[C:6]([C:7](=[C:16]3[C:24]4[C:19](=[CH:20][CH:21]=[CH:22][CH:23]=4)[NH:18][C:17]3=[O:25])[CH2:8][CH:9]2[CH2:12][C:13]([OH:15])=[O:14])=[CH:5][CH:4]=1.[OH-].[Na+:27]>O>[Na+:27].[CH3:1][O:2][C:3]1[CH:11]=[C:10]2[C:6]([C:7](=[C:16]3[C:24]4[C:19](=[CH:20][CH:21]=[CH:22][CH:23]=4)[NH:18][C:17]3=[O:25])[CH2:8][CH:9]2[CH2:12][C:13]([O-:15])=[O:14])=[CH:5][CH:4]=1 |f:1.2,4.5|. Procedure details: A suspension of 8 g [6-methoxy-3-(2-oxo-1,2-dihydroindol-3-ylidene)indan-1-yl]-acetic acid in 60 ml of water was added to 0.9 g of sodium hydroxide in 10 ml of water. The mixture was stirred at room temperature for 30 minutes and filtered. The filtrate was frozen and lyophilized to give 8 g of [6-methoxy-3-(2-oxo-1,2-dihydroindol-3-ylidene)-indan-1-yl]-acetic acid sodium salt.